This data is from the Open Reaction Database (ORD), a public repository of structured organic reaction records. The task is: describe an organic reaction: reactants, conditions, products, and yield Reactants: COC1=CC=C(C(=O)N[C@@H](CC2=CC=CC=C2)C(=O)N[C@@H](CC2=CC=C(C=C2)O)C(=O)O)C=C1 (N-(4-methoxybenzoyl)-phenylalanyltyrosine), C(C)O (ethanol), [OH-].[Na+] (sodium hydroxide). The solvent is O (water). Product: COC1=CC=C(C(=O)N[C@@H](CC2=CC=CC=C2)C(=O)N[C@@H](CC2=CC=C(C=C2)O)C(=O)[O-])C=C1.[Na+] (Sodium N-(4-methoxybenzoyl)-phenylalanyltyrosinate). RXN SMILES: [CH3:1][O:2][C:3]1[CH:34]=[CH:33][C:6]([C:7]([NH:9][C@H:10]([C:18]([NH:20][C@H:21]([C:30]([OH:32])=[O:31])[CH2:22][C:23]2[CH:28]=[CH:27][C:26]([OH:29])=[CH:25][CH:24]=2)=[O:19])[CH2:11][C:12]2[CH:17]=[CH:16][CH:15]=[CH:14][CH:13]=2)=[O:8])=[CH:5][CH:4]=1.C(O)C.[OH-].[Na+:39]>O>[CH3:1][O:2][C:3]1[CH:4]=[CH:5][C:6]([C:7]([NH:9][C@H:10]([C:18]([NH:20][C@H:21]([C:30]([O-:32])=[O:31])[CH2:22][C:23]2[CH:24]=[CH:25][C:26]([OH:29])=[CH:27][CH:28]=2)=[O:19])[CH2:11][C:12]2[CH:13]=[CH:14][CH:15]=[CH:16][CH:17]=2)=[O:8])=[CH:33][CH:34]=1.[Na+:39] |f:2.3,5.6|. Procedure details: To a solution of 0.9 g of N-(4-methoxybenzoyl)-phenylalanyltyrosine and 10 ml of ethanol, 10 ml of water was added. The mixture was adjusted to a pH of 8 with 1N sodium hydroxide and concentrated to dryness. Sodium N-(4-methoxybenzoyl)-phenylalanyltyrosinate in the form of a powder was obtained. Reactants: [OH-].[Na+] (Sodium hydroxide), C(C)N(C(SC1=CC(=CC(=C1)Br)Br)=O)CC (S-(3,5-dibromophenyl) diethylthiocarbamate). The solvent is CO (methanol). Run at temperature 20 celsius. Yields the product BrC=1C=C(C=C(C1)Br)S (3,5-Dibromobenzenethiol). Isolated yield 76.5%. As a reaction SMILES: [OH-].[Na+].C(N(CC)C(=O)[S:7][C:8]1[CH:13]=[C:12]([Br:14])[CH:11]=[C:10]([Br:15])[CH:9]=1)C>CO>[Br:14][C:12]1[CH:13]=[C:8]([SH:7])[CH:9]=[C:10]([Br:15])[CH:11]=1 |f:0.1|. Reported procedure: Sodium hydroxide (1.96 g, 49 mmol) was added to a solution of S-(3,5-dibromophenyl) diethylthiocarbamate (12 g, 32.7 mmol) (Preparation 47) in methanol (33 ml) and the mixture was heated at reflux for 15 hours. The mixture was cooled to 20° C. and concentrated under reduced pressure. The residue was partitioned between dichloromethane (90 ml) and water (250 ml) and the aqueous layer was further extracted with dichloromethane (90 ml). The combined organic layers were washed with a solution of sod...